Dataset: the Open Reaction Database (ORD), a public repository of structured organic reaction records. Task: describe an organic reaction: reactants, conditions, products, and yield Starting materials: CN(C)C=O, ClC(Cl)Cl, ClP(Cl)Cl, O=C(O)c1cccc2c1Nc1cc(C(F)(F)F)ccc1S2. Product: [Cl-], O=C(O)c1cccc2c1Nc1cc(C(F)(F)F)ccc1S2. As a reaction SMILES: [CH3:30][N:31]([CH3:32])[CH:33]=[O:34].[CH:22]([Cl:23])([Cl:24])[Cl:25].[Cl:26][P:27]([Cl:28])[Cl:29].[F:1][C:2]([c:3]1[cH:4][cH:5][c:6]2[c:15]([cH:16]1)[NH:14][c:13]1[c:8]([cH:9][cH:10][cH:11][c:12]1[C:17](=[O:18])[OH:19])[S:7]2)([F:20])[F:21]>>[Cl-:23].[F:1][C:2]([c:3]1[cH:4][cH:5][c:6]2[c:15]([cH:16]1)[NH:14][c:13]1[c:8]([cH:9][cH:10][cH:11][c:12]1[C:17](=[O:18])[OH:19])[S:7]2)([F:20])[F:21].